Dataset: the Open Reaction Database (ORD), a public repository of structured organic reaction records. Task: describe an organic reaction: reactants, conditions, products, and yield Reactants: COC(=O)C1CN(CC(N1CC1=CC(=C(C=C1)C#N)N=C(C1=CC=CC=C1)C1=CC=CC=C1)=O)C(=O)OCC=C ((±)-4-[3-(benzhydrylidene-amino)-4-cyano-benzyl]-5-oxo-piperazine-1,3-dicarboxylic acid 1-allyl ester 3-methyl ester), N1CCOCC1 (morpholine). The reagents and catalysts are C=1C=CC(=CC1)[P](C=2C=CC=CC2)(C=3C=CC=CC3)[Pd]([P](C=4C=CC=CC4)(C=5C=CC=CC5)C=6C=CC=CC6)([P](C=7C=CC=CC7)(C=8C=CC=CC8)C=9C=CC=CC9)[P](C=1C=CC=CC1)(C=1C=CC=CC1)C=1C=CC=CC1 (Tetrakis(triphenylphosphine)palladium(0)). The solvent is C(Cl)Cl (CH2Cl2). Run at time 5 minute. Product: COC(=O)C1N(C(CNC1)=O)CC1=CC(=C(C=C1)C#N)N=C(C1=CC=CC=C1)C1=CC=CC=C1 ((±)-1-[3-(Benzhydrylidene-amino)-4-cyano-benzyl]-6-oxo-piperazine-2-carboxylic acid methyl ester). Yield: 97.0%. RXN SMILES: [CH3:1][O:2][C:3]([CH:5]1[N:10]([CH2:11][C:12]2[CH:17]=[CH:16][C:15]([C:18]#[N:19])=[C:14]([N:20]=[C:21]([C:28]3[CH:33]=[CH:32][CH:31]=[CH:30][CH:29]=3)[C:22]3[CH:27]=[CH:26][CH:25]=[CH:24][CH:23]=3)[CH:13]=2)[C:9](=[O:34])[CH2:8][N:7](C(OCC=C)=O)[CH2:6]1)=[O:4].N1CCOCC1>C(Cl)Cl.C1C=CC([P]([Pd]([P](C2C=CC=CC=2)(C2C=CC=CC=2)C2C=CC=CC=2)([P](C2C=CC=CC=2)(C2C=CC=CC=2)C2C=CC=CC=2)[P](C2C=CC=CC=2)(C2C=CC=CC=2)C2C=CC=CC=2)(C2C=CC=CC=2)C2C=CC=CC=2)=CC=1>[CH3:1][O:2][C:3]([CH:5]1[CH2:6][NH:7][CH2:8][C:9](=[O:34])[N:10]1[CH2:11][C:12]1[CH:17]=[CH:16][C:15]([C:18]#[N:19])=[C:14]([N:20]=[C:21]([C:22]2[CH:27]=[CH:26][CH:25]=[CH:24][CH:23]=2)[C:28]2[CH:29]=[CH:30][CH:31]=[CH:32][CH:33]=2)[CH:13]=1)=[O:4] |^1:53,55,74,93|. Procedure details: Tetrakis(triphenylphosphine)palladium(0) (237 mg, 0.2 mmol) is added to a solution containing (±)-4-[3-(benzhydrylidene-amino)-4-cyano-benzyl]-5-oxo-piperazine-1,3-dicarboxylic acid 1-allyl ester 3-methyl ester (1.10 g, 2.05 mmol) and morpholine (894 mg, 10.2 mmol) in CH2Cl2 (30 mL). After ˜5 min, the reaction mixture is absorbed onto silica gel and chromatographed (CH2Cl2 to 10% MeOH/CH2Cl2) to provide 900 mg (97%) of the title compound as a viscous yellow oil. 1H NMR (300 MHz, CDCl3) δ1.83 (br... Starting materials: ClC1=CC=C(C=C1)S(=O)(=O)NCCCCC(CCC(=O)O)CC=CC=1C=NC=CC1 (8-(p-chlorophenylsulfonamido)-4-[3-(3-pyridyl)-2-propenyl]-octanoic acid), [H][H] (hydrogen). Procedure: To a solution of 34 mg of 8-(p-chlorophenylsulfonamido)-4-[3-(3-pyridyl)-2-propenyl]-octanoic acid in 2 ml of ethanol is added 5 mg of 10% palladium on carbon. The mixture is hydrogenated at 1 atmosphere (=1.01 bar) pressure of hydrogen at room temperature for 48 h. Then the mixture is filtered, washed and evaporated to give an oil which is purified by preparative thin layer chromatography using petroleum ether/ethyl acetate/acetic acid (80:18:2) as solvent to yield 8-(p-chlorophenylsulfonamido)... The reagents and catalysts are [Pd] (palladium on carbon). The solvent is C(C)O (ethanol). The product is ClC1=CC=C(C=C1)S(=O)(=O)NCCCCC(CCC(=O)O)CCCC=1C=NC=CC1 (8-(p-chlorophenylsulfonamido)-4-[3-(3-pyridyl)propyl]-octanoic acid). Reaction SMILES: [Cl:1][C:2]1[CH:7]=[CH:6][C:5]([S:8]([NH:11][CH2:12][CH2:13][CH2:14][CH2:15][CH:16]([CH2:22][CH:23]=[CH:24][C:25]2[CH:26]=[N:27][CH:28]=[CH:29][CH:30]=2)[CH2:17][CH2:18][C:19]([OH:21])=[O:20])(=[O:10])=[O:9])=[CH:4][CH:3]=1.[H][H]>C(O)C.[Pd]>[Cl:1][C:2]1[CH:7]=[CH:6][C:5]([S:8]([NH:11][CH2:12][CH2:13][CH2:14][CH2:15][CH:16]([CH2:22][CH2:23][CH2:24][C:25]2[CH:26]=[N:27][CH:28]=[CH:29][CH:30]=2)[CH2:17][CH2:18][C:19]([OH:21])=[O:20])(=[O:9])=[O:10])=[CH:4][CH:3]=1. Reactants: CC#N, CCN(C(C)C)C(C)C, O=[N+]([O-])c1cccnc1Cl, NCC1(c2ccc(OCCCN3CCCC3)cc2)CCOCC1. Reaction SMILES: [CH3:43][C:44]#[N:45].[CH:24]([N:25]([CH2:26][CH3:27])[CH:28]([CH3:29])[CH3:30])([CH3:31])[CH3:32].[Cl:33][c:34]1[n:35][cH:36][cH:37][cH:38][c:39]1[N+:40](=[O:41])[O-:42].[N:1]1([CH2:6][CH2:7][CH2:8][O:9][c:10]2[cH:11][cH:12][c:13]([C:16]3([CH2:22][NH2:23])[CH2:17][CH2:18][O:19][CH2:20][CH2:21]3)[cH:14][cH:15]2)[CH2:2][CH2:3][CH2:4][CH2:5]1>>[N:1]1([CH2:6][CH2:7][CH2:8][O:9][c:10]2[cH:11][cH:12][c:13]([C:16]3([CH2:22][NH:23][c:34]4[n:35][cH:36][cH:37][cH:38][c:39]4[N+:40](=[O:41])[O-:42])[CH2:17][CH2:18][O:19][CH2:20][CH2:21]3)[cH:14][cH:15]2)[CH2:2][CH2:3][CH2:4][CH2:5]1. Yields the product O=[N+]([O-])c1cccnc1NCC1(c2ccc(OCCCN3CCCC3)cc2)CCOCC1. Starting materials: ClC1=CC=C(N)C=C1 (4-Chloroaniline), ice, N(=O)[O-].[Na+] (sodium nitrite), C(C)(=O)[O-].[Na+] (sodium acetate), C(C1=CC=CC=C1)(=O)CC(C1=CC=CC=C1)=O (dibenzoylmethane). Run in O (water), Cl (hydrochloric acid), C(C)OCC (diethyl ether), C(C)O (ethanol). Conditions: time 30 minute. The product is ClC1=CC=C(C=C1)NN=C(C(C1=CC=CC=C1)=O)C(C1=CC=CC=C1)=O ((4-chlorophenylhydrazono)dibenzoylmethane). Isolated yield 104.4%. Reaction SMILES: [Cl:1][C:2]1[CH:8]=[CH:7][C:5]([NH2:6])=[CH:4][CH:3]=1.[N:9]([O-])=O.[Na+].C([O-])(=O)C.[Na+].[C:18]([CH2:26][C:27](=[O:34])[C:28]1[CH:33]=[CH:32][CH:31]=[CH:30][CH:29]=1)(=[O:25])[C:19]1[CH:24]=[CH:23][CH:22]=[CH:21][CH:20]=1>Cl.O.C(OCC)C.C(O)C>[Cl:1][C:2]1[CH:8]=[CH:7][C:5]([NH:6][N:9]=[C:26]([C:18](=[O:25])[C:19]2[CH:24]=[CH:23][CH:22]=[CH:21][CH:20]=2)[C:27](=[O:34])[C:28]2[CH:33]=[CH:32][CH:31]=[CH:30][CH:29]=2)=[CH:4][CH:3]=1 |f:1.2,3.4|. Procedure details: 4-Chloroaniline (3.2 g) was dissolved in concentrated hydrochloric acid (5.8 mL) and water (11.6 mL), and the solution was stirred for 15 minutes. Then, ice (30 g) was added thereto, an aqueous solution (4 mL) of sodium nitrite (1.8 g) was added dropwise under ice cooling, and the resulting mixture was stirred for 30 minutes. The reaction solution was returned to room temperature, and an aqueous solution (60 mL) of sodium acetate (6.2 g), and a mixed solution of dibenzoylmethane (5.7 g) in dieth... Reactants: [N+](=O)([O-])C(C(=O)OCC)=C1SCCCN1 (ethyl nitro(tetrahydro-2H-1,3-thiazin-2-ylidene)acetate), [OH-].[Na+] (sodium hydroxide). The solvent is C(C)(=O)O (acetic acid). Reaction conditions: time 12 hour. The product is [N+](=O)([O-])C=C1SCCCN1 (tetrahydro-2-(nitromethylene)-2H-1,3-thiazine). As a reaction SMILES: [N+:1]([C:4](=[C:10]1[NH:15][CH2:14][CH2:13][CH2:12][S:11]1)C(OCC)=O)([O-:3])=[O:2].[OH-].[Na+]>C(O)(=O)C>[N+:1]([CH:4]=[C:10]1[NH:15][CH2:14][CH2:13][CH2:12][S:11]1)([O-:3])=[O:2] |f:1.2|. Procedure details: 2.3 G OF 1A was added to 10 ml of 20% aqueous sodium hydroxide and the mixture was stirred at room temperature for 12 hours. The resulting solution was treated dropwise with 3.5 g of acetic acid. The addition was accompanied by vigorous gas evolution. The resulting mixture was extracted with methylene chloride and the extract was dried (magnesium sulfate) and concentrated under reduced pressure to give tetrahydro-2-(nitromethylene)-2H-1,3-thiazine (1B) as a pale yellow solid, m.p. 76°-78°.